This data is from the Open Reaction Database (ORD), a public repository of structured organic reaction records. The task is: describe an organic reaction: reactants, conditions, products, and yield Reactants: C(CS)(=O)O (thioglycolic acid), BrC=1C=CC(=C(C1)C1(COC(C(N1S(=O)(=O)C1=C(C=CC=C1)[N+](=O)[O-])=O)(C)C)C(F)F)F (5-(5-bromo-2-fluoro-phenyl)-5-difluoromethyl-2,2-dimethyl-4-(2-nitro-benzenesulfonyl)-morpholin-3-one), C(CS)(=O)O (thioglycolic acid), C([O-])([O-])=O.[K+].[K+] (potassium carbonate). The solvent is CN(C)C=O (DMF). Conditions: temperature 60 celsius, time 120 minute. The product is BrC=1C=CC(=C(C1)C1(COC(C(N1)=O)(C)C)C(F)F)F (5-(5-Bromo-2-fluoro-phenyl)-5-difluoromethyl-2,2-dimethyl-morpholin-3-one). The yield is 76.1%. As a reaction SMILES: [Br:1][C:2]1[CH:3]=[CH:4][C:5]([F:32])=[C:6]([C:8]2([CH:29]([F:31])[F:30])[N:13](S(C3C=CC=CC=3[N+]([O-])=O)(=O)=O)[C:12](=[O:26])[C:11]([CH3:28])([CH3:27])[O:10][CH2:9]2)[CH:7]=1.C(O)(=O)CS.C(=O)([O-])[O-].[K+].[K+]>CN(C=O)C>[Br:1][C:2]1[CH:3]=[CH:4][C:5]([F:32])=[C:6]([C:8]2([CH:29]([F:31])[F:30])[NH:13][C:12](=[O:26])[C:11]([CH3:28])([CH3:27])[O:10][CH2:9]2)[CH:7]=1 |f:2.3.4|. Procedure details: To a solution of 5-(5-bromo-2-fluoro-phenyl)-5-difluoromethyl-2,2-dimethyl-4-(2-nitro-benzenesulfonyl)-morpholin-3-one (6.29 g, 11.71 mmol) and thioglycolic acid (1.83 g, 19.90 mmol) in 63 mL DMF was added potassium carbonate (6.47 g, 46.8 mmol). The reaction mixture was heated to 60° C. After 120 minutes, additional thioglycolic acid (324 mg, 3.51 mmol) was added. 30 minutes later on, the reaction mixture was cooled to room temperature and partitioned between EtOAc and water. The layers were se... Reactants: FC1=C(C(=O)O)C=C(C=C1)[N+](=O)[O-] (2-fluoro-5-nitrobenzoic acid), O1COC2=C1C=CC(=C2)CN ((1,3-benzodioxol-5-ylmethyl)amine), Cl.CN(CCCN=C=NCC)C (1-[3-(dimethylamino)propyl]-3-ethylcarbodiimide hydrochloride), ON1N=NC2=C1C=CC=C2 (1-hydroxybenzotriazole). Solvent: CN(C=O)C (dimethylformamide). Run at time 40 hour. Product: FC1=C(C(=O)NCC2=CC3=C(OCO3)C=C2)C=C(C=C1)[N+](=O)[O-] (2-fluoro-5-nitro-N-(1,3-benzodioxol-5-ylmethyl)benzamide). Yield: 86.1%. RXN SMILES: [F:1][C:2]1[CH:10]=[CH:9][C:8]([N+:11]([O-:13])=[O:12])=[CH:7][C:3]=1[C:4]([OH:6])=O.[O:14]1[C:18]2[CH:19]=[CH:20][C:21]([CH2:23][NH2:24])=[CH:22][C:17]=2[O:16][CH2:15]1.Cl.CN(C)CCCN=C=NCC.ON1C2C=CC=CC=2N=N1>CN(C)C=O>[F:1][C:2]1[CH:10]=[CH:9][C:8]([N+:11]([O-:13])=[O:12])=[CH:7][C:3]=1[C:4]([NH:24][CH2:23][C:21]1[CH:20]=[CH:19][C:18]2[O:14][CH2:15][O:16][C:17]=2[CH:22]=1)=[O:6] |f:2.3|. Procedure details: A mixture of 2-fluoro-5-nitrobenzoic acid (1.00 g), (1,3-benzodioxol-5-ylmethyl)amine (980 mg), 1-[3-(dimethylamino)propyl]-3-ethylcarbodiimide hydrochloride (1.55 g) and 1-hydroxybenzotriazole (1.09 g) in anhydrous dimethylformamide (10 mL) was stirred for 40 hours at ambient temperature. The mixture was partitioned between water and ethyl acetate. The separated organic layer was washed with an aqueous saturated sodium bicarbonate solution, 1N-hydrochloric acid, water and brine. Then, the resul... Starting materials: CCOC(=O)C(CC)C(O)(c1ccccc1)c1ccc(OCc2ccccc2)cc1, CCO. Product: CCOC(=O)C(CC)C(O)(c1ccccc1)c1ccc(O)cc1. As a reaction SMILES: [CH2:1]([c:2]1[cH:3][cH:4][cH:5][cH:6][cH:7]1)[O:8][c:9]1[cH:10][cH:11][c:12]([C:15]([CH:16]([C:17](=[O:18])[O:19][CH2:20][CH3:21])[CH2:22][CH3:23])([c:24]2[cH:25][cH:26][cH:27][cH:28][cH:29]2)[OH:30])[cH:13][cH:14]1.[CH3:31][CH2:32][OH:33]>>[OH:8][c:9]1[cH:10][cH:11][c:12]([C:15]([CH:16]([C:17](=[O:18])[O:19][CH2:20][CH3:21])[CH2:22][CH3:23])([c:24]2[cH:25][cH:26][cH:27][cH:28][cH:29]2)[OH:30])[cH:13][cH:14]1. The reactants are COC=1C=CC2=C(C=3C(NC(=NC3CC2)NC(C(C)(C)C)=O)=O)C1 (N-(1,2,5,6-tetrahydro-9-methoxy-1-oxobenzo[f]quinazolin-3-yl)pivalamide), ClC=1C(C(=C(C(C1Cl)=O)C#N)C#N)=O (2,3-dichloro-5,6-dicyano-1,4-benzoquinone). Solvent: C1=CC=CC=C1 (benzene). The product is COC=1C=CC2=C(C=3C(NC(=NC3C=C2)NC(C(C)(C)C)=O)=O)C1 (N-(1,2-dihydro-9-methoxy-1-oxobenzo[f]quinazolin-3-yl)pivalamide). Yield: 97.4%. RXN SMILES: [CH3:1][O:2][C:3]1[CH:4]=[CH:5][C:6]2[CH2:15][CH2:14][C:13]3[N:12]=[C:11]([NH:16][C:17](=[O:22])[C:18]([CH3:21])([CH3:20])[CH3:19])[NH:10][C:9](=[O:23])[C:8]=3[C:7]=2[CH:24]=1.ClC1C(=O)C(C#N)=C(C#N)C(=O)C=1Cl>C1C=CC=CC=1>[CH3:1][O:2][C:3]1[CH:4]=[CH:5][C:6]2[CH:15]=[CH:14][C:13]3[N:12]=[C:11]([NH:16][C:17](=[O:22])[C:18]([CH3:20])([CH3:21])[CH3:19])[NH:10][C:9](=[O:23])[C:8]=3[C:7]=2[CH:24]=1. Procedure: A mixture of N-(1,2,5,6-tetrahydro-9-methoxy-1-oxobenzo[f]quinazolin-3-yl)pivalamide (0.93 g, 2.84 mmoles) and 2,3-dichloro-5,6-dicyano-1,4-benzoquinone (0.8 g, 3.5 mmoles) in dry benzene (60 ml) was refluxed under a nitrogen atmosphere for 3 hours. After cooling, benzene was removed under reduced pressure and the residue was purified on a silica gel column eluting with chloroform to give N-(1,2-dihydro-9-methoxy-1-oxobenzo[f]quinazolin-3-yl)pivalamide (0.9 g). Starting materials: FC(OC=1C=C(C=CC1)C1=CC(=CC=C1)CO)(F)F ((3′-Trifluoromethoxy-biphenyl-3-yl)-methanol), COC(COC1=C(C=C(C(=C1)OC)SCC=1C=C(C=CC1)C1=CC(=CC=C1)OC(F)(F)F)C)=O ([5-Methoxy-2-methyl-4-(3′-trifluoromethoxy-biphenyl-3-ylmethylsulfanyl)-phenoxy]-acetic acid methyl ester), COC(COC1=C(C=C(C(=C1)OC)SCC=1C=C(C=CC1)C1=CC(=CC=C1)OC(F)(F)F)C)=O ([5-Methoxy-2-methyl-4-(3′-trifluoromethoxy-biphenyl-3-ylmethylsulfanyl)-phenoxy]-acetic acid methyl ester). Yields the product COC=1C(=CC(=C(OCC(=O)O)C1)C)SCC=1C=C(C=CC1)C1=CC(=CC=C1)OC(F)(F)F ([5-Methoxy-2-methyl-4-(3′-trifluoromethoxy-biphenyl-3-ylmethylsulfanyl)-phenoxy]-acetic acid). Reaction SMILES: FC(F)(F)OC1C=C(C2C=CC=C(CO)C=2)C=CC=1.C[O:21][C:22](=[O:53])[CH2:23][O:24][C:25]1[CH:30]=[C:29]([O:31][CH3:32])[C:28]([S:33][CH2:34][C:35]2[CH:36]=[C:37]([C:41]3[CH:46]=[CH:45][CH:44]=[C:43]([O:47][C:48]([F:51])([F:50])[F:49])[CH:42]=3)[CH:38]=[CH:39][CH:40]=2)=[CH:27][C:26]=1[CH3:52]>>[CH3:32][O:31][C:29]1[C:28]([S:33][CH2:34][C:35]2[CH:36]=[C:37]([C:41]3[CH:46]=[CH:45][CH:44]=[C:43]([O:47][C:48]([F:51])([F:50])[F:49])[CH:42]=3)[CH:38]=[CH:39][CH:40]=2)=[CH:27][C:26]([CH3:52])=[C:25]([CH:30]=1)[O:24][CH2:23][C:22]([OH:53])=[O:21]. Procedure details: The title compound was prepared in the manner analogous to Example 3B using 16A. MS m/z 251 (M−1). Step 2. Preparation of [5-Methoxy-2-methyl-4-(3′-trifluoromethoxy-biphenyl-3-ylmethylsulfanyl)-phenoxy]-acetic acid methyl ester (Compound 16C) The reactants are NC1=CC=C(C(=O)C2=CC(=C(C=C2)C(=O)O)C(=O)O)C=C1 (4-amino-3',4'-dicarboxybenzophenone), C1(=CC=CC=C1)N(C1=NC(=NC(=N1)Cl)Cl)C1=CC=CC=C1 (2-diphenylamino-4,6-dichloro-s-triazine), C([O-])([O-])=O.[K+].[K+] (potassium carbonate). The solvent is CN1CCCC1=O (NMP). Reaction conditions: temperature 100 celsius. Product: C1(=CC=CC=C1)N(C1=NC(=NC(=N1)NC1=CC=C(C=C1)C(C1=CC(=C(C=C1)C(=O)O)C(=O)O)=O)NC1=CC=C(C=C1)C(C1=CC(=C(C=C1)C(=O)O)C(=O)O)=O)C1=CC=CC=C1 (2-diphenylamino-4,6-bis-{4'-(3",4"-dicarboxybenzoyl)-anilino}-s-triazine). Reaction SMILES: [NH2:1][C:2]1[CH:21]=[CH:20][C:5]([C:6]([C:8]2[CH:13]=[CH:12][C:11]([C:14]([OH:16])=[O:15])=[C:10]([C:17]([OH:19])=[O:18])[CH:9]=2)=[O:7])=[CH:4][CH:3]=1.[C:22]1([N:28]([C:37]2[CH:42]=[CH:41][CH:40]=[CH:39][CH:38]=2)[C:29]2[N:34]=[C:33](Cl)[N:32]=[C:31](Cl)[N:30]=2)[CH:27]=[CH:26][CH:25]=[CH:24][CH:23]=1.[C:43](=[O:46])([O-:45])[O-].[K+].[K+]>CN1C(=O)CCC1>[C:22]1([N:28]([C:37]2[CH:42]=[CH:41][CH:40]=[CH:39][CH:38]=2)[C:29]2[N:34]=[C:33]([NH:1][C:2]3[CH:3]=[CH:4][C:5]([C:6](=[O:7])[C:8]4[CH:13]=[CH:12][C:11]([C:14]([OH:16])=[O:15])=[C:10]([C:17]([OH:19])=[O:18])[CH:9]=4)=[CH:20][CH:21]=3)[N:32]=[C:31]([NH:1][C:2]3[CH:3]=[CH:4][C:5]([C:6](=[O:7])[C:8]4[CH:13]=[CH:12][C:11]([C:43]([OH:45])=[O:46])=[C:10]([C:17]([OH:19])=[O:18])[CH:9]=4)=[CH:20][CH:21]=3)[N:30]=2)[CH:27]=[CH:26][CH:25]=[CH:24][CH:23]=1 |f:2.3.4|. Procedure details: To a solution of 0.20 mole of 4-amino-3',4'-dicarboxybenzophenone and 0.10 mole of 2-diphenylamino-4,6-dichloro-s-triazine in 300 ml of NMP is added 0.60 mole of potassium carbonate. The reaction mixture is heated at 100°C for 24 hours and then treated essentially as in Example 1 to give 2-diphenylamino-4,6-bis-{4'-(3",4"-dicarboxybenzoyl)-anilino}-s-triazine. The tetraacid is heated in refluxing nitrobenzene essentially as in Example 1 to yield the corresponding dianhydride. The reactants are ClC=1C=CC=C2C(=C(N=NC12)C1=CC=CC=C1)C=1C=C(C=CC1)O (3-(8-chloro-3-phenylcinnolin-4-yl)phenol), BrCC1=CC=C(C=C1)CC(=O)O (4-bromomethylphenyl acetic acid), C([O-])([O-])=O.[Na+].[Na+] (sodium carbonate), [I].[K] (potassium iodine). Run in CN(C)C=O (DMF), O (water), O (water), C(C)(=O)O (acetic acid). Run at temperature 40 celsius. Yields the product ClC=1C=CC=C2C(=C(N=NC12)C1=CC=CC=C1)C=1C=C(OCC2=CC=C(C=C2)CC(=O)O)C=CC1 ((4-{[3-(8-Chloro-3-phenylcinnolin-4-yl)phenoxy]methyl}phenyl)acetic acid). Reaction SMILES: [Cl:1][C:2]1[CH:3]=[CH:4][CH:5]=[C:6]2[C:11]=1[N:10]=[N:9][C:8]([C:12]1[CH:17]=[CH:16][CH:15]=[CH:14][CH:13]=1)=[C:7]2[C:18]1[CH:19]=[C:20]([OH:24])[CH:21]=[CH:22][CH:23]=1.Br[CH2:26][C:27]1[CH:32]=[CH:31][C:30]([CH2:33][C:34]([OH:36])=[O:35])=[CH:29][CH:28]=1.C(=O)([O-])[O-].[Na+].[Na+].[I].[K]>CN(C=O)C.C(O)(=O)C.O>[Cl:1][C:2]1[CH:3]=[CH:4][CH:5]=[C:6]2[C:11]=1[N:10]=[N:9][C:8]([C:12]1[CH:13]=[CH:14][CH:15]=[CH:16][CH:17]=1)=[C:7]2[C:18]1[CH:19]=[C:20]([CH:21]=[CH:22][CH:23]=1)[O:24][CH2:26][C:27]1[CH:28]=[CH:29][C:30]([CH2:33][C:34]([OH:36])=[O:35])=[CH:31][CH:32]=1 |f:2.3.4,5.6,^1:42,43|. Procedure details: A mixture of 3-(8-chloro-3-phenylcinnolin-4-yl)phenol (0.05 g, 0.15 mmol), 4-bromomethylphenyl acetic acid (0.10 g, 0.44 mmol), sodium carbonate (0.50 g, 4.7 mmol), and potassium iodine (0.50 g, 3.0 mmol) in DMF (5 mL)/water (1 mL) was heated to 40° C. for 2 hours. The mixture was then poured into water, acidified with acetic acid and extracted with ethyl acetate. The organic residue was purified by semi-preparative HPLC (Column: Phenomenex C18 Luna 21.6 mm×60 mm, 5 μM; Solvent A: Water (0.1% TF... Reactants: O=C([O-])[O-], Cc1ccccc1, CCCC[N+](CCCC)(CCCC)CCCC, O=C(C=Cc1ccccc1)C=Cc1ccccc1, O=C(C=Cc1ccccc1)C=Cc1ccccc1, O=C(C=Cc1ccccc1)C=Cc1ccccc1, [Cs+], [Cs+], [F-], [Na+], O=C1CCCc2cc(OS(=O)(=O)C(F)(F)F)ccc21, [Pd], [Pd], O=S(=O)([O-])c1ccccc1. Product: O=C1CCCc2cc(S(=O)(=O)c3ccccc3)ccc21. RXN SMILES: [C:31](=[O:32])([O-:33])[O-:34].[CH3:111][c:112]1[cH:113][cH:114][cH:115][cH:116][cH:117]1.[CH3:38][CH2:39][CH2:40][CH2:41][N+:42]([CH2:43][CH2:44][CH2:45][CH3:46])([CH2:47][CH2:48][CH2:49][CH3:50])[CH2:51][CH2:52][CH2:53][CH3:54].[CH:57](=[CH:58][C:59]([CH:60]=[CH:61][c:62]1[cH:63][cH:64][cH:65][cH:66][cH:67]1)=[O:68])[c:69]1[cH:70][cH:71][cH:72][cH:73][cH:74]1.[CH:75](=[CH:76][C:77]([CH:78]=[CH:79][c:80]1[cH:81][cH:82][cH:83][cH:84][cH:85]1)=[O:86])[c:87]1[cH:88][cH:89][cH:90][cH:91][cH:92]1.[CH:93](=[CH:94][C:95]([CH:96]=[CH:97][c:98]1[cH:99][cH:100][cH:101][cH:102][cH:103]1)=[O:104])[c:105]1[cH:106][cH:107][cH:108][cH:109][cH:110]1.[Cs+:35].[Cs+:36].[F-:37].[Na+:30].[O:1]=[C:2]1[c:3]2[cH:4][cH:5][c:6]([O:12][S:13]([C:14]([F:15])([F:16])[F:17])(=[O:18])=[O:19])[cH:7][c:8]2[CH2:9][CH2:10][CH2:11]1.[Pd:55].[Pd:56].[c:20]1([S:26](=[O:27])(=[O:28])[O-:29])[cH:21][cH:22][cH:23][cH:24][cH:25]1>>[O:1]=[C:2]1[c:3]2[cH:4][cH:5][c:6]([S:26]([c:20]3[cH:21][cH:22][cH:23][cH:24][cH:25]3)(=[O:27])=[O:28])[cH:7][c:8]2[CH2:9][CH2:10][CH2:11]1. Starting materials: C(C)(=O)N1N=C(C2=CC(=CC=C12)C(=O)Cl)C1=CC=C(C=C1)F (1-acetyl-3-(4-fluorophenyl)-1H-indazole-5-carbonyl chloride), NC[C@H]1[C@@H](CCCC1)O (trans-2-aminomethyl-1-cyclohexanol). The solvent is N1=CC=CC=C1 (pyridine). Conditions: temperature 60 celsius, time 8 hour. Yields the product O[C@H]1C(CCCC1)CNC(=O)C=1C=C2C(=NNC2=CC1)C1=CC=C(C=C1)F (N-[((2R)-2-HYDROXYCYCLOHEXYL)METHYL][3-(4-FLUOROPHENYL)(1H-INDAZOL-5-YL)]CARBOXAMIDE). Isolated yield 68.8%. RXN SMILES: C([N:4]1[C:12]2[C:7](=[CH:8][C:9]([C:13](Cl)=[O:14])=[CH:10][CH:11]=2)[C:6]([C:16]2[CH:21]=[CH:20][C:19]([F:22])=[CH:18][CH:17]=2)=[N:5]1)(=O)C.[NH2:23][CH2:24][C@@H:25]1[CH2:30][CH2:29][CH2:28][CH2:27][C@H:26]1[OH:31]>N1C=CC=CC=1>[OH:31][C@@H:26]1[CH2:27][CH2:28][CH2:29][CH2:30][CH:25]1[CH2:24][NH:23][C:13]([C:9]1[CH:8]=[C:7]2[C:12](=[CH:11][CH:10]=1)[NH:4][N:5]=[C:6]2[C:16]1[CH:21]=[CH:20][C:19]([F:22])=[CH:18][CH:17]=1)=[O:14]. Reported procedure: To a flask containing 1-acetyl-3-(4-fluorophenyl)-1H-indazole-5-carbonyl chloride (330 mg, 0.95 mmol) dissolved in pyridine (6 mL) was added trans-2-aminomethyl-1-cyclohexanol (135.6 mg, 1.05 mmol). The reaction was allowed to stir under a nitrogen atmosphere overnight. Solvent was removed and the reaction was extracted with ethyl acetate. The organic phase was washed with a saturated aqueous solution of sodium bicarbonate, dried with magnesium sulfate, filtered and concentrated to yield the cru...